This data is from the Open Reaction Database (ORD), a public repository of structured organic reaction records. The task is: describe an organic reaction: reactants, conditions, products, and yield Reactants: ClCCOC(C1=CC=CC=C1)(C(=O)C1=CC=CC=C1)OCCCl (benzil-di-(2-chloroethyl)ketal), C(C)NCC (diethylamine). The solvent is CCOCC (ether). Product: C(C)N(CCOC(C(=O)C1=CC=CC=C1)(C1=CC=CC=C1)OCCN(CC)CC)CC (2,2-di-(2-diethylaminoethoxy)-1,2-diphenyl-ethanone). Reaction SMILES: Cl[CH2:2][CH2:3][O:4][C:5]([O:20][CH2:21][CH2:22]Cl)([C:12]([C:14]1[CH:19]=[CH:18][CH:17]=[CH:16][CH:15]=1)=[O:13])[C:6]1[CH:11]=[CH:10][CH:9]=[CH:8][CH:7]=1.[CH2:24]([NH:26][CH2:27][CH3:28])[CH3:25]>CCOCC>[CH2:24]([N:26]([CH2:27][CH3:28])[CH2:2][CH2:3][O:4][C:5]([O:20][CH2:21][CH2:22][N:26]([CH2:27][CH3:28])[CH2:24][CH3:25])([C:6]1[CH:11]=[CH:10][CH:9]=[CH:8][CH:7]=1)[C:12]([C:14]1[CH:19]=[CH:18][CH:17]=[CH:16][CH:15]=1)=[O:13])[CH3:25]. Reported procedure: 20 g (0.057 mole) of benzil-di-(2-chloroethyl)ketal are stirred with 150 g (2.05 moles) of diethylamine for 24 hours at 140° C. in a pressure autoclave. After cooling, the reaction mixture is taken up in ether and extracted with water. The ether layer is dried over Na2SO4 and concentrated. The residual oil is dried in a high vacuum.